This data is from the Open Reaction Database (ORD), a public repository of structured organic reaction records. The task is: describe an organic reaction: reactants, conditions, products, and yield The reactants are C1(CCCC1)N1CCN(CC1)C(=O)C=1C=C2C=C(NC2=CC1)C(=O)O (5-(4-cyclopentyl-piperazine-1-carbonyl)-1H-indole-2-carboxylic acid), Cl (hydrochloride), F[B-](F)(F)F.N1(N=NC2=C1C=CC=C2)OC(=[N+](C)C)N(C)C (O-(benzotriazol-1-yl)-N,N,N′,N′-tetramethyluronium tetrafluoroborate), CC1NCCC1 (2-methyl-pyrrolidine), C(C)(C)N(C(C)C)CC (N,N-diisopropylethylamine). The solvent is CN(C=O)C (N,N-dimethylformamide). The product is C1(CCCC1)N1CCN(CC1)C(=O)C=1C=C2C=C(NC2=CC1)C(=O)N1C(CCC1)C ([5-(4-Cyclopentyl-piperazine-1-carbonyl)-1H-indol-2-yl]-(2-methyl-pyrrolidin-1-yl)-methanone). Reaction SMILES: [CH:1]1([N:6]2[CH2:11][CH2:10][N:9]([C:12]([C:14]3[CH:15]=[C:16]4[C:20](=[CH:21][CH:22]=3)[NH:19][C:18]([C:23]([OH:25])=O)=[CH:17]4)=[O:13])[CH2:8][CH2:7]2)[CH2:5][CH2:4][CH2:3][CH2:2]1.Cl.F[B-](F)(F)F.N1(OC(N(C)C)=[N+](C)C)[C:36]2[CH:37]=[CH:38][CH:39]=C[C:35]=2[N:34]=N1.CC1CCCN1.C(N(CC)C(C)C)(C)C>CN(C)C=O>[CH:1]1([N:6]2[CH2:7][CH2:8][N:9]([C:12]([C:14]3[CH:15]=[C:16]4[C:20](=[CH:21][CH:22]=3)[NH:19][C:18]([C:23]([N:34]3[CH2:35][CH2:36][CH2:37][CH:38]3[CH3:39])=[O:25])=[CH:17]4)=[O:13])[CH2:10][CH2:11]2)[CH2:5][CH2:4][CH2:3][CH2:2]1 |f:2.3|. Procedure: The title compound was synthesized in analogy to example 1, from 5-(4-cyclopentyl-piperazine-1-carbonyl)-1H-indole-2-carboxylic acid 1:1 hydrochloride, O-(benzotriazol-1-yl)-N,N,N′,N′-tetramethyluronium tetrafluoroborate (commercially available), 2-methyl-pyrrolidine (commercially available) and N,N-diisopropylethylamine in N,N-dimethylformamide to give the desired product after purification by preparative HPLC on reversed phase eluting with a gradient formed from acetonitrile/water/formic acid. Starting materials: c1ccc(CN2CCNCC2)cc1, COc1cc(-c2oc3ccccc3c(=O)c2C(=O)O)cc(OC)c1OC, CN(C)c1ccncc1, ClCCl, CS(=O)(=O)Cl. Product: COc1cc(-c2oc3ccccc3c(=O)c2C(=O)N2CCN(Cc3ccccc3)CC2)cc(OC)c1OC. Reaction SMILES: [CH2:32]([c:33]1[cH:34][cH:35][cH:36][cH:37][cH:38]1)[N:39]1[CH2:40][CH2:41][NH:42][CH2:43][CH2:44]1.[CH3:1][O:2][c:3]1[cH:4][c:5](-[c:6]2[o:7][c:8]3[cH:9][cH:10][cH:11][cH:12][c:13]3[c:14](=[O:19])[c:15]2[C:16](=[O:17])[OH:18])[cH:20][c:21]([O:25][CH3:26])[c:22]1[O:23][CH3:24].[CH3:45][N:46]([CH3:47])[c:48]1[cH:49][cH:50][n:51][cH:52][cH:53]1.[Cl:54][CH2:55][Cl:56].[S:27]([Cl:28])([CH3:29])(=[O:30])=[O:31]>>[CH3:1][O:2][c:3]1[cH:4][c:5](-[c:6]2[o:7][c:8]3[cH:9][cH:10][cH:11][cH:12][c:13]3[c:14](=[O:19])[c:15]2[C:16](=[O:17])[N:42]2[CH2:41][CH2:40][N:39]([CH2:32][c:33]3[cH:34][cH:35][cH:36][cH:37][cH:38]3)[CH2:44][CH2:43]2)[cH:20][c:21]([O:25][CH3:26])[c:22]1[O:23][CH3:24]. Reactants: C1(CC1)N1C=C(C(C2=C(C(=C(C(=C12)F)F)F)F)=O)C(=O)O (1-cyclopropyl-5,6,7,8-tetrafluoro-1,4-dihydro-4-oxoquinoline-3-carboxylic acid), COC1=C2CNCC2=CC=C1 (4-methoxyisoindoline), C1CCC2=NCCCN2CC1 (DBU). Run in CN(C)C=O (DMF). The product is COC1=C2CN(CC2=CC=C1)C1=C(C(=C2C(C(=CN(C2=C1F)C1CC1)C(=O)O)=O)F)F (7-(4-methoxy-2-isoindolinyl)-1-cyclopropyl-5,6,8-trifluoro-1,4-dihydro-4-oxoquinoline-3-carboxylic acid). Isolated yield 46.0%. Reaction SMILES: [CH:1]1([N:4]2[C:13]3[C:8](=[C:9]([F:17])[C:10]([F:16])=[C:11](F)[C:12]=3[F:14])[C:7](=[O:18])[C:6]([C:19]([OH:21])=[O:20])=[CH:5]2)[CH2:3][CH2:2]1.[CH3:22][O:23][C:24]1[CH:32]=[CH:31][CH:30]=[C:29]2[C:25]=1[CH2:26][NH:27][CH2:28]2.C1CCN2C(=NCCC2)CC1>CN(C=O)C>[CH3:22][O:23][C:24]1[CH:32]=[CH:31][CH:30]=[C:29]2[C:25]=1[CH2:26][N:27]([C:11]1[C:12]([F:14])=[C:13]3[C:8]([C:7](=[O:18])[C:6]([C:19]([OH:21])=[O:20])=[CH:5][N:4]3[CH:1]3[CH2:3][CH2:2]3)=[C:9]([F:17])[C:10]=1[F:16])[CH2:28]2. Reported procedure: 210 mg of 1-cyclopropyl-5,6,7,8-tetrafluoro-1,4-dihydro-4-oxoquinoline-3-carboxylic acid, 115 mg of 4-methoxyisoindoline, 213 mg of DBU, and 1.5 ml of anhydrous DMF were processed in the same manner as in Example 20 to produce 138 mg of the target compound. Reactants: CC(C)(C)OC(=O)Nc1cc(OC(C)(C)C)c(-c2ccccc2F)cc1N, CC(C)(C)OC(=O)CC(=O)c1ccc(C#N)s1. The product is CC(C)(C)OC(=O)Nc1cc(OC(C)(C)C)c(-c2ccccc2F)cc1NC(=O)CC(=O)c1ccc(C#N)s1. RXN SMILES: [C:1]([CH3:2])([CH3:3])([CH3:4])[O:5][C:6]([NH:7][c:8]1[cH:9][c:10]([O:22][C:23]([CH3:24])([CH3:25])[CH3:26])[c:11](-[c:15]2[c:16]([F:21])[cH:17][cH:18][cH:19][cH:20]2)[cH:12][c:13]1[NH2:14])=[O:27].[C:28]([CH3:30])([CH3:31])([O:32][C:33](=[O:29])[CH2:34][C:35](=[O:36])[c:37]1[s:38][c:39]([C:42]#[N:43])[cH:40][cH:41]1)[CH3:44]>>[C:1]([CH3:2])([CH3:3])([CH3:4])[O:5][C:6]([NH:7][c:8]1[cH:9][c:10]([O:22][C:23]([CH3:24])([CH3:25])[CH3:26])[c:11](-[c:15]2[c:16]([F:21])[cH:17][cH:18][cH:19][cH:20]2)[cH:12][c:13]1[NH:14][C:33](=[O:32])[CH2:34][C:35](=[O:36])[c:37]1[s:38][c:39]([C:42]#[N:43])[cH:40][cH:41]1)=[O:27]. Starting materials: S(=O)(=O)(C1=CC=C(C)C=C1)S(=O)(=O)O.[N+](=O)([O-])C1=CC=C(C=CC(=O)OC2=CC3=CC=C(C=C3C=C2)C(N)=N)C=C1 (6-amidino-2-naphthyl 4-nitrocinnamate tosylsulfonate). The reagents and catalysts are [Zn] (zinc). The solvent is C(C)(=O)O (acetic acid). Product: CS(=O)(=O)O.CS(=O)(=O)O.NC1=CC=C(C=CC(=O)OC2=CC3=CC=C(C=C3C=C2)C(N)=N)C=C1 (6-amidino-2-naphthyl 4-aminocinnamate dimethanesulfonate). The yield is 16.0%. RXN SMILES: S([S:11]([OH:14])(=[O:13])=[O:12])(C1C=CC(C)=CC=1)(=O)=O.[N+:15]([C:18]1[CH:41]=[CH:40][C:21]([CH:22]=[CH:23][C:24]([O:26][C:27]2[CH:36]=[CH:35][C:34]3[C:29](=[CH:30][CH:31]=[C:32]([C:37](=[NH:39])[NH2:38])[CH:33]=3)[CH:28]=2)=[O:25])=[CH:20][CH:19]=1)([O-])=O>C(O)(=O)C.[Zn]>[CH3:18][S:11]([OH:14])(=[O:13])=[O:12].[CH3:18][S:11]([OH:14])(=[O:13])=[O:12].[NH2:15][C:18]1[CH:19]=[CH:20][C:21]([CH:22]=[CH:23][C:24]([O:26][C:27]2[CH:36]=[CH:35][C:34]3[C:29](=[CH:30][CH:31]=[C:32]([C:37](=[NH:38])[NH2:39])[CH:33]=3)[CH:28]=2)=[O:25])=[CH:40][CH:41]=1 |f:0.1,4.5.6|. Procedure details: In 60 ml of acetic acid, was suspended 3 g of 6-amidino-2-naphthyl 4-nitrocinnamate tosylsulfonate. To the suspension, while being cooled in ice and stirred, was added 1.8 g of zinc dust. The mixture was stirred for 24 hours and removed of insolubles by filtration. The filtrate was neutralized, admixed with a saturated aqueous sodium hydrogencarbonate solution and the precipitate was suspended in methanol and admixed with methanesulfonic acid to dissolve the precipitate. Ethyl ether was added to... The reactants are CCOC(C)(C)CCCC(C)=CCSc1ccc(CC)cc1, [O-][I+3]([O-])([O-])[O-], [Na+]. Product: CCOC(C)(C)CCCC(C)=CCS(=O)c1ccc(CC)cc1. As a reaction SMILES: [CH2:7]([CH3:8])[c:9]1[cH:10][cH:11][c:12]([S:15][CH2:16][CH:17]=[C:18]([CH2:19][CH2:20][CH2:21][C:22]([CH3:23])([CH3:24])[O:25][CH2:26][CH3:27])[CH3:28])[cH:13][cH:14]1.[I+3:1]([O-:2])([O-:3])([O-:4])[O-:5].[Na+:6]>>[O:2]=[S:15]([c:12]1[cH:11][cH:10][c:9]([CH2:7][CH3:8])[cH:14][cH:13]1)[CH2:16][CH:17]=[C:18]([CH2:19][CH2:20][CH2:21][C:22]([CH3:23])([CH3:24])[O:25][CH2:26][CH3:27])[CH3:28]. Reactants: NC1=CC=C(C=2C(C3=CC=CC=C3C(C12)=O)=O)O (1-amino-4-hydroxy-anthraquinone), C(=C)(C)N=C=O (isopropenyl isocyanate). Run in C(Cl)(Cl)Cl (chloroform). Product: C1=CC=CC=2C(C3=CC=CC=C3C(C12)=O)=O (anthraquinone). As a reaction SMILES: N[C:2]1[C:15]2[C:14](=[O:16])[C:13]3[C:8](=[CH:9][CH:10]=[CH:11][CH:12]=3)[C:7](=[O:17])[C:6]=2[C:5](O)=[CH:4][CH:3]=1.C(N=C=O)(C)=C>C(Cl)(Cl)Cl>[CH:9]1[C:8]2[C:7](=[O:17])[C:6]3[C:15](=[CH:2][CH:3]=[CH:4][CH:5]=3)[C:14](=[O:16])[C:13]=2[CH:12]=[CH:11][CH:10]=1. Procedure details: A solution prepared by adding 0.005 part of methoquinone to 24 parts of 1-amino-4-hydroxy-anthraquinone and dissolving the obtained mixture in 900 parts of dried chloroform was cooled with ice in a nitrogen atmosphere. Then, 18 parts of isopropenyl isocyanate was dropped into the resulting solution. After the completion of the dropping, the obtained mixture was stirred under cooling with ice for 3 hours to complete a reaction. Then, the obtained reaction mixture was freed from the chloroform by ...